Dataset: the Open Reaction Database (ORD), a public repository of structured organic reaction records. Task: describe an organic reaction: reactants, conditions, products, and yield Reactants: COC1=CC=C(C=C1)N1N=C(N=C1C1=CC=C(C=C1)OC)SC (1,5-bis(4-methoxyphenyl)-3-(methylthio)-1H-1,2,4-triazole), ClC1=CC(=CC=C1)C(=O)OO (m-chloroperbenzoic acid). Run in ClCCl (dichloromethane). Reaction conditions: time 3 hour. Yields the product COC1=CC=C(C=C1)N1N=C(N=C1C1=CC=C(C=C1)OC)S(=O)C (1,5-bis(4-methoxyphenyl)-3-(methylsulfinyl)-1H-1,2,4-triazole). The yield is 96.6%. RXN SMILES: [CH3:1][O:2][C:3]1[CH:8]=[CH:7][C:6]([N:9]2[C:13]([C:14]3[CH:19]=[CH:18][C:17]([O:20][CH3:21])=[CH:16][CH:15]=3)=[N:12][C:11]([S:22][CH3:23])=[N:10]2)=[CH:5][CH:4]=1.ClC1C=CC=C(C(OO)=[O:32])C=1>ClCCl>[CH3:1][O:2][C:3]1[CH:4]=[CH:5][C:6]([N:9]2[C:13]([C:14]3[CH:19]=[CH:18][C:17]([O:20][CH3:21])=[CH:16][CH:15]=3)=[N:12][C:11]([S:22]([CH3:23])=[O:32])=[N:10]2)=[CH:7][CH:8]=1. Procedure details: A mixture of 1,5-bis(4-methoxyphenyl)-3-(methylthio)-1H-1,2,4-triazole (150 mg, 0.458 mmol) and m-chloroperbenzoic acid (119 mg, 0.687 mmol) in dichloromethane (1.5 mL) was stirred for 3 hours at room temperature. The solvent was removed under reduced pressure. The residue was purified by silica gel column chromatography (dichloromethane-2% methanol in dichloromethane) to give 1,5-bis(4-methoxyphenyl)-3-(methylsulfinyl)-1H-1,2,4-triazole (152 mg, 96.6% yield). Starting materials: FC(CCC(C#N)NC(C)C1=CC=CC=C1)(F)F (5,5,5-trifluoro-2-(1-phenylethylamino)pentanenitrile), OS(=O)(=O)O (H2SO4), C(Cl)Cl (CH2Cl2), [NH4+].[OH-] (NH4OH). Conditions: time 22 hour. Product: Cl.FC(CC[C@H](C(=O)N)N[C@H](C)C1=CC=CC=C1)(F)F ((R)-5,5,5-Trifluoro-2-((R)-1-phenylethylamino)pentanamide hydrochloride). As a reaction SMILES: [F:1][C:2]([F:18])([F:17])[CH2:3][CH2:4][CH:5]([NH:8][CH:9]([C:11]1[CH:16]=[CH:15][CH:14]=[CH:13][CH:12]=1)[CH3:10])[C:6]#[N:7].[OH:19]S(O)(=O)=O.[NH4+].[OH-].C(Cl)[Cl:27]>>[ClH:27].[F:1][C:2]([F:17])([F:18])[CH2:3][CH2:4][C@@H:5]([NH:8][C@@H:9]([C:11]1[CH:12]=[CH:13][CH:14]=[CH:15][CH:16]=1)[CH3:10])[C:6]([NH2:7])=[O:19] |f:2.3,5.6|. Procedure: To a solution of 5,5,5-trifluoro-2-(1-phenylethylamino)pentanenitrile (18.0 g, 70.31 mmol, 4:1 mixture of diastereomers) in CH2Cl2 (100 mL) was added H2SO4 (100 mL). The reaction was stirred at room temperature for 22 h, poured onto crushed ice and neutralized with NH4OH. The mixture was extracted with EtOAc (3×500 mL). The combined organic layer was dried over Na2SO4 and concentrated under vacuum to provide the free base of the title compound as a mixture of diastereomers (18.94 g, 98%) as an o... The reactants are ClCC(=O)NC1=C2C=CC=NC2=CC=C1 (2-chloro-N-(quinolin-5-yl)acetamide), C[C@H]1NCCNC1 ((R)-2-methylpiperazine). Yields the product C[C@@H]1CN(CCN1)CC(=O)NC1=C2C=CC=NC2=CC=C1 ((R)-2-(3-Methylpiperazin-1-yl)-N-(quinolin-5-yl)acetamide). As a reaction SMILES: Cl[CH2:2][C:3]([NH:5][C:6]1[CH:15]=[CH:14][CH:13]=[C:12]2[C:7]=1[CH:8]=[CH:9][CH:10]=[N:11]2)=[O:4].[CH3:16][C@@H:17]1[CH2:22][NH:21][CH2:20][CH2:19][NH:18]1>>[CH3:16][C@H:17]1[NH:18][CH2:19][CH2:20][N:21]([CH2:2][C:3]([NH:5][C:6]2[CH:15]=[CH:14][CH:13]=[C:12]3[C:7]=2[CH:8]=[CH:9][CH:10]=[N:11]3)=[O:4])[CH2:22]1. Procedure details: The subtitle compound was prepared from 2-chloro-N-(quinolin-5-yl)acetamide (1 g) (J Indian Chem Soc, 1940, 17, 619-621) and (R)-2-methylpiperazine (0.5 g) by the method of Example 58 step (i) as a white solid. Yield: 1.4 g The reactants are C(C1=CC=CC=C1)O[C@@H]1CO[C@@H]2[C@@H](O[C@H]1[C@H]2OCC2=CC=CC=C2)N2C(=O)NC(=O)C(C)=C2 ((1S,4R,5R,7R,8R)-4,8-Dibenzyloxy-7-(thymin-1-yl)-2,6-dioxabicyclo[3.2.1]octane). The reagents and catalysts are [OH-].[OH-].[Pd+2] (palladium hydroxide on carbon). The solvent is C(C)O (ethanol). Run at time 26 hour. The product is O[C@@H]1CO[C@@H]2[C@@H](O[C@H]1[C@H]2O)N2C(=O)NC(=O)C(C)=C2 ((1S,4R,5R,7R,8R)-4,8-Dihydroxy-7-(thymin-1-yl)-2,6-dioxabicyclo[3.2.1]octane), material. The yield is 98.0%. RXN SMILES: C([O:8][C@H:9]1[C@@H:15]2[C@@H:16]([O:17]CC3C=CC=CC=3)[C@@H:12]([C@H:13]([N:25]3[CH:33]=[C:31]([CH3:32])[C:29](=[O:30])[NH:28][C:26]3=[O:27])[O:14]2)[O:11][CH2:10]1)C1C=CC=CC=1>C(O)C.[OH-].[OH-].[Pd+2]>[OH:8][C@H:9]1[C@@H:15]2[C@@H:16]([OH:17])[C@@H:12]([C@H:13]([N:25]3[CH:33]=[C:31]([CH3:32])[C:29](=[O:30])[NH:28][C:26]3=[O:27])[O:14]2)[O:11][CH2:10]1 |f:2.3.4|. Procedure details: Nucleoside 18 (0.27 g, 0.60 mmol) was dissolved in absolute ethanol (20 cm3) and 20% palladium hydroxide on carbon (0.25 g) was added. The mixture was degassed and placed under an atmosphere of hydrogen. After stirring for 26 h the catalyst was filtered off (silica gel, washed with methanol, 400 cm3) and the filtrate was concentrated to dryness under reduced pressure. The residue was subjected to column chromatography on silica gel using dichloromethane/methanol (94:6, v/v) as eluent to give nuc... The reactants are C(C)OC(=O)C=1C=NN(C1)C1=NC(=C2N=CN(C2=N1)[C@H]1[C@@H]([C@@H]([C@H](C1)NC(CC)=O)O)O)NCC(C1=CC=CC=C1)C1=CC=CC=C1 (1-[9-((1R,2S,3R,4S)-2,3-dihydroxy-4-propionylamino-cyclopentyl)-6-(2,2-diphenyl-ethylamino)-9H-purin-2-yl]-1H-pyrazole-4-carboxylic acid ethyl ester), CN (methyl amine). Run at temperature 65 celsius. Product: CNC(=O)C=1C=NN(C1)C1=NC(=C2N=CN(C2=N1)[C@H]1[C@@H]([C@@H]([C@H](C1)NC(CC)=O)O)O)NCC(C1=CC=CC=C1)C1=CC=CC=C1 (1-[9-((1R,2S,3R,4S)-2,3-Dihydroxy-4-propionylamino-cyclopentyl)-6-(2,2-diphenyl-ethylamino)-9H-purin-2-yl]-1H-pyrazole-4-carboxylic acid methylamide). RXN SMILES: C([O:3][C:4]([C:6]1[CH:7]=[N:8][N:9]([C:11]2[N:19]=[C:18]3[C:14]([N:15]=[CH:16][N:17]3[C@@H:20]3[CH2:24][C@H:23]([NH:25][C:26](=[O:29])[CH2:27][CH3:28])[C@@H:22]([OH:30])[C@H:21]3[OH:31])=[C:13]([NH:32][CH2:33][CH:34]([C:41]3[CH:46]=[CH:45][CH:44]=[CH:43][CH:42]=3)[C:35]3[CH:40]=[CH:39][CH:38]=[CH:37][CH:36]=3)[N:12]=2)[CH:10]=1)=O)C.[CH3:47][NH2:48]>>[CH3:47][NH:48][C:4]([C:6]1[CH:7]=[N:8][N:9]([C:11]2[N:19]=[C:18]3[C:14]([N:15]=[CH:16][N:17]3[C@@H:20]3[CH2:24][C@H:23]([NH:25][C:26](=[O:29])[CH2:27][CH3:28])[C@@H:22]([OH:30])[C@H:21]3[OH:31])=[C:13]([NH:32][CH2:33][CH:34]([C:35]3[CH:36]=[CH:37][CH:38]=[CH:39][CH:40]=3)[C:41]3[CH:42]=[CH:43][CH:44]=[CH:45][CH:46]=3)[N:12]=2)[CH:10]=1)=[O:3]. Procedure details: A mixture of 1-[9-((1R,2S,3R,4S)-2,3-dihydroxy-4-propionylamino-cyclopentyl)-6-(2,2-diphenyl-ethylamino)-9H-purin-2-yl]-1H-pyrazole-4-carboxylic acid ethyl ester (0.07 g, 0.112 mmol) and 40% aqueous methyl amine solution (3 ml) is heated to 65° C. for 12 h. The reaction mixture is concentrated in vacuo and purification of the crude residue by chromatography on silica eluting with 4% methanol in chloroform yields the title compound.